The task is: describe an organic reaction: reactants, conditions, products, and yield. This data is from the Open Reaction Database (ORD), a public repository of structured organic reaction records. Reactants: N#CBr (cyanogen bromide), CN1CC(CCC1)CC(=O)C1=C(C=CC=C1)F (1-methyl-3-(2-fluorophenacyl)piperidine), final residue. Run in C1=CC=CC=C1 (benzene). Product: C(#N)N1CC(CCC1)CC(=O)C1=C(C=CC=C1)F (1-cyano-3-(2-fluorophenacyl)piperidine). Isolated yield 66.8%. Reaction SMILES: [N:1]#CBr.[CH3:4][N:5]1[CH2:10][CH2:9][CH2:8][CH:7]([CH2:11][C:12]([C:14]2[CH:19]=[CH:18][CH:17]=[CH:16][C:15]=2[F:20])=[O:13])[CH2:6]1>C1C=CC=CC=1>[C:4]([N:5]1[CH2:10][CH2:9][CH2:8][CH:7]([CH2:11][C:12]([C:14]2[CH:19]=[CH:18][CH:17]=[CH:16][C:15]=2[F:20])=[O:13])[CH2:6]1)#[N:1]. Procedure: The procedure of Example 19 was repeated, using 9.5 g of cyanogen bromide, 19.3 g of 1-methyl-3-(2-fluorophenacyl)piperidine (Example 5), and an additional 130 ml of benzene. The final residue, 16.3 g, was vacuum distilled to give 13.5 g of 1-cyano-3-(2-fluorophenacyl)piperidine, bp 190°-195°/0.5 mm. The following elemental analysis was obtained: Starting materials: C(C)NC(=O)NC1=CC(=C(C=N1)C=1C=NC=C(C1)C(=O)OCC)C=1C=NC=C(C1)F (Ethyl 6′-{[(ethylamino)carbonyl]amino}-5″-fluoro-3,3′:4′,3″-terpyridine-5-carboxylate), [OH-].[Li+] (Lithium hydroxide). Solvent: C1CCOC1 (THF). Conditions: temperature 45 celsius, time 2 hour. The product is C(C)NC(=O)NC1=CC(=C(C=N1)C=1C=NC=C(C1)C(=O)O)C=1C=NC=C(C1)F (6′-{[(Ethylamino)carbonyl]amino}-5″-fluoro-3,3′:4′,3″-terpyridine-5-carboxylic acid). The yield is 87.8%. As a reaction SMILES: [CH2:1]([NH:3][C:4]([NH:6][C:7]1[N:12]=[CH:11][C:10]([C:13]2[CH:14]=[N:15][CH:16]=[C:17]([C:19]([O:21]CC)=[O:20])[CH:18]=2)=[C:9]([C:24]2[CH:25]=[N:26][CH:27]=[C:28]([F:30])[CH:29]=2)[CH:8]=1)=[O:5])[CH3:2].[OH-].[Li+]>C1COCC1>[CH2:1]([NH:3][C:4]([NH:6][C:7]1[N:12]=[CH:11][C:10]([C:13]2[CH:14]=[N:15][CH:16]=[C:17]([C:19]([OH:21])=[O:20])[CH:18]=2)=[C:9]([C:24]2[CH:25]=[N:26][CH:27]=[C:28]([F:30])[CH:29]=2)[CH:8]=1)=[O:5])[CH3:2] |f:1.2|. Reported procedure: Ethyl 6′-{[(ethylamino)carbonyl]amino}-5″-fluoro-3,3′:4′,3″-terpyridine-5-carboxylate (Example 68, 0.19 g, 0.46 mmol) was added to a 25 mL round-bottomed flask with THF (3 mL) to give a white suspension. Lithium hydroxide (1.160 mL, 1.16 mmol) was added to the mixture, and the solution was stirred at 45° C. for 2 h. The solvent was removed under reduced pressure, and the resulting residue was diluted with water and adjusted to pH˜4 by 2N HCl. The precipitate that formed was collected by filtrati... Starting materials: CCOC(=O)c1ccc(CBr)c([N+](=O)[O-])c1, O=C([O-])[O-], CC#N, [K+], [K+], N#Cc1cccc(N)c1. The product is CCOC(=O)c1ccc(CNc2cccc(C#N)c2)c([N+](=O)[O-])c1. RXN SMILES: [Br:1][CH2:2][c:3]1[c:4]([N+:14](=[O:15])[O-:16])[cH:5][c:6]([C:7](=[O:8])[O:9][CH2:10][CH3:11])[cH:12][cH:13]1.[C:26](=[O:27])([O-:28])[O-:29].[CH3:32][C:33]#[N:34].[K+:30].[K+:31].[NH2:17][c:18]1[cH:19][c:20]([C:21]#[N:22])[cH:23][cH:24][cH:25]1>>[CH2:2]([c:3]1[c:4]([N+:14](=[O:15])[O-:16])[cH:5][c:6]([C:7](=[O:8])[O:9][CH2:10][CH3:11])[cH:12][cH:13]1)[NH:17][c:18]1[cH:19][c:20]([C:21]#[N:22])[cH:23][cH:24][cH:25]1. The reactants are O1C2CCC[C@]34C=5C=C(C=CC5C[C@H]([C@]231)N(CC4)C(C(F)(F)F)=O)OC (8,14-epoxy-3-methoxy-N-trifluoroacetylmorphinan), [BH4-].[Na+] (sodium borohydride), Cl (hydrochloric acid). Run in C(C)O (ethanol). Product: O1C2CCC[C@]34C=5C=C(C=CC5C[C@H]([C@]231)NCC4)OC (8,14-epoxy-3-methoxymorphinan). As a reaction SMILES: [O:1]1[C@@:15]23[C@:6]4([CH2:18][CH2:17][N:16](C(=O)C(F)(F)F)[C@@H:14]2[CH2:13][C:12]2[CH:11]=[CH:10][C:9]([O:25][CH3:26])=[CH:8][C:7]4=2)[CH2:5][CH2:4][CH2:3][CH:2]13.[BH4-].[Na+].Cl>C(O)C>[O:1]1[C@@:15]23[C@:6]4([CH2:18][CH2:17][NH:16][C@@H:14]2[CH2:13][C:12]2[CH:11]=[CH:10][C:9]([O:25][CH3:26])=[CH:8][C:7]4=2)[CH2:5][CH2:4][CH2:3][CH:2]13 |f:1.2|. Procedure details: A mixture of 1.0 g. (2.72 mmole) of the epoxide XXI and 0.103 g. (2.72 mmole) of sodium borohydride in 5 ml. of absolute ethanol was refluxed during 5 minutes. After cooling, the reaction mixture was acidified with dilute hydrochloric acid and then extracted with ether. The aqueous layer was separated and made alkaline by the addition of aqueous ammonia and then extracted with methylene chloride. The resulting extracts were dried over Na2SO4 and concentrated in vacuo to yield 800 mg. of an oil (... The reactants are C(C)OC(C(CCCC)(C)C#N)=O ((+)-2-cyano-2methylhexanoic acid-ethyl-ester), [Cl-].[Li+] (lithium chloride), [BH4-].[Na+] (sodium borohydride), C(CC(O)(C(=O)O)CC(=O)O)(=O)O (citric acid). Solvent: O1CCCC1 (tetrahydrofuran), C(C)O (ethanol). The product is C(#N)C(CO)(CCCC)C ((-)-2-cyano-2-methylhexanol). Isolated yield 63.8%. As a reaction SMILES: C([O:3][C:4](=O)[C:5]([C:11]#[N:12])([CH3:10])[CH2:6][CH2:7][CH2:8][CH3:9])C.[Cl-].[Li+].[BH4-].[Na+].C(O)(=O)CC(CC(O)=O)(C(O)=O)O>O1CCCC1.C(O)C>[C:11]([C:5]([CH3:10])([CH2:6][CH2:7][CH2:8][CH3:9])[CH2:4][OH:3])#[N:12] |f:1.2,3.4|. Reported procedure: A solution of 915 mg (5 mM) of (+)-2-cyano-2methylhexanoic acid-ethyl-ester ([α]D +2.2 degrees (c 2.782, methanol)) in 8 ml of dry tetrahydrofuran was added dropwise to a mixture of 423 mg (10 mM) of anhydrous lithium chloride and 379 mg (10 mM) of sodium borohydride under stirring at room temperature. Then, 17 ml of dry ethanol was added thereto, followed by reaction for 18 hours at room temperature. After the reaction, the reaction mixture was cooled on an ice bath and acidified to pH 4 by add...